This data is from the Open Reaction Database (ORD), a public repository of structured organic reaction records. The task is: describe an organic reaction: reactants, conditions, products, and yield Starting materials: NNC(=O)c1ccc(Cl)c(Cl)c1, Cc1c(NC(C(=O)O)C(C)O)ccc(C#N)c1Cl, CCc1c(NC(C(=O)NNC(=O)c2ccccc2)C(C)O)ccc(C#N)c1Cl. Product: Cc1c(NC(C(=O)NNC(=O)c2ccc(Cl)c(Cl)c2)C(C)O)ccc(C#N)c1Cl. As a reaction SMILES: [Cl:19][c:20]1[cH:21][c:22]([C:23](=[O:24])[NH:25][NH2:26])[cH:27][cH:28][c:29]1[Cl:30].[Cl:1][c:2]1[c:3]([CH3:18])[c:4]([NH:10][CH:11]([C:12](=[O:13])[OH:14])[CH:15]([CH3:16])[OH:17])[cH:5][cH:6][c:7]1[C:8]#[N:9].[Cl:31][c:32]1[c:33]([CH2:34][CH3:35])[c:36]([NH:37][CH:38]([CH:39]([OH:40])[CH3:41])[C:42]([NH:43][NH:44][C:45](=[O:46])[c:47]2[cH:48][cH:49][cH:50][cH:51][cH:52]2)=[O:53])[cH:54][cH:55][c:56]1[C:57]#[N:58]>>[Cl:1][c:2]1[c:3]([CH3:18])[c:4]([NH:10][CH:11]([C:12](=[O:14])[NH:26][NH:25][C:23]([c:22]2[cH:21][c:20]([Cl:19])[c:29]([Cl:30])[cH:28][cH:27]2)=[O:24])[CH:15]([CH3:16])[OH:17])[cH:5][cH:6][c:7]1[C:8]#[N:9]. The reactants are BrC=1C=C2C(C(C(NC2=CC1)=O)(C)C)=O (6-bromo-3,3-dimethylquinolin-2,4-(1H,3H)-dione), FC1=CC=C(C=C1)B(O)O (4-fluorophenyl-boronic acid). Product: BrC=1C=C2C(C(C(N(C2=CC1)C1=CC=C(C=C1)F)=O)(C)C)=O (6-bromo-1-(4-fluorophenyl)-3,3-dimethylquinolin -2,4-(1H,3H)-dione). Isolated yield 75.5%. As a reaction SMILES: [Br:1][C:2]1[CH:3]=[C:4]2[C:9](=[CH:10][CH:11]=1)[NH:8][C:7](=[O:12])[C:6]([CH3:14])([CH3:13])[C:5]2=[O:15].[F:16][C:17]1[CH:22]=[CH:21][C:20](B(O)O)=[CH:19][CH:18]=1>>[Br:1][C:2]1[CH:3]=[C:4]2[C:9](=[CH:10][CH:11]=1)[N:8]([C:20]1[CH:21]=[CH:22][C:17]([F:16])=[CH:18][CH:19]=1)[C:7](=[O:12])[C:6]([CH3:13])([CH3:14])[C:5]2=[O:15]. Procedure: 6-bromo-3,3-dimethylquinolin-2,4-(1H,3H)-dione (1.0 g) and 4-fluorophenyl-boronic acid (1.04 g) were treated in the same manner as described in Reference Example 1(2) to obtain 6-bromo-1-(4-fluorophenyl)-3,3-dimethylquinolin -2,4-(1H,3H)-dione (1.02 g) as a colorless solid. Starting materials: [BH4-], CC(=O)c1ccccc1Br, CO, CC(C)=O, CCOC(C)=O, [Na+], O. The product is CC(O)c1ccccc1Br. RXN SMILES: [BH4-:13].[Br:1][c:2]1[c:3]([C:8]([CH3:9])=[O:10])[cH:4][cH:5][cH:6][cH:7]1.[CH3:11][OH:12].[CH3:15][C:16](=[O:17])[CH3:18].[CH3:19][CH2:20][O:21][C:22](=[O:23])[CH3:24].[Na+:14].[OH2:25]>>[Br:1][c:2]1[c:3]([CH:8]([CH3:9])[OH:10])[cH:4][cH:5][cH:6][cH:7]1. The reactants are C=C(CC(=O)O)C(=O)O, NC1CCCCC1, [Na+], [OH-], O. The product is O=C(O)C1CC(=O)N(C2CCCCC2)C1. Reaction SMILES: [CH2:8]=[C:9]([C:10](=[O:11])[OH:12])[CH2:13][C:14](=[O:15])[OH:16].[NH2:1][CH:2]1[CH2:3][CH2:4][CH2:5][CH2:6][CH2:7]1.[Na+:18].[OH-:17].[OH2:19]>>[N:1]1([CH:2]2[CH2:3][CH2:4][CH2:5][CH2:6][CH2:7]2)[CH2:8][CH:9]([C:10](=[O:11])[OH:12])[CH2:13][C:14]1=[O:15]. Reactants: CCOC(=O)CNC(C(=O)OC(C)(C)C)C(C)(C)C, O=C=NS(=O)(=O)Cl, ClCCl, O. Yields the product CCOC(=O)CN(C(N)=O)C(C(=O)OC(C)(C)C)C(C)(C)C. As a reaction SMILES: [C:1]([CH3:2])([CH3:3])([CH3:4])[O:5][C:6]([CH:7]([C:8]([CH3:9])([CH3:10])[CH3:11])[NH:12][CH2:13][C:14](=[O:15])[O:16][CH2:17][CH3:18])=[O:19].[Cl:20][S:21](=[O:22])(=[O:23])[N:24]=[C:25]=[O:26].[Cl:28][CH2:29][Cl:30].[OH2:27]>>[C:1]([CH3:2])([CH3:3])([CH3:4])[O:5][C:6]([CH:7]([C:8]([CH3:9])([CH3:10])[CH3:11])[N:12]([CH2:13][C:14](=[O:15])[O:16][CH2:17][CH3:18])[C:25]([NH2:24])=[O:26])=[O:19]. Starting materials: Cl.ClC=1N(N=C2C=CC=CC12)C1=CC=C(OCCCN2CCC(CC2)C(=O)O)C=C1 (1-{3-[4-(3-chloro-indazol-2-yl)-phenoxy]-propyl}-piperidine-4-carboxylic acid hydrochloride), C(C(=O)Cl)(=O)Cl (oxalyl chloride), CN (methylamine). The solvent is C(Cl)Cl (methylene chloride). Reaction conditions: time 3 hour. Yields the product CNC(=O)C1CCN(CC1)CCCOC1=CC=C(C=C1)N1N=C2C=CC=CC2=C1Cl (1-{3-[4-(3-Chloro-indazol-2-yl)-phenoxy]-propyl}-piperidine-4-carboxylic acid methylamide). The yield is 93.7%. As a reaction SMILES: Cl.ClC1[N:4]([C:12]2[CH:30]=[CH:29][C:15]([O:16][CH2:17][CH2:18][CH2:19][N:20]3[CH2:25][CH2:24][CH:23]([C:26]([OH:28])=O)[CH2:22][CH2:21]3)=[CH:14][CH:13]=2)[N:5]=[C:6]2[C:11]=1[CH:10]=[CH:9][CH:8]=C2.[C:31]([Cl:36])(=O)[C:32](Cl)=O.[CH3:37][NH2:38]>C(Cl)Cl>[CH3:37][NH:38][C:26]([CH:23]1[CH2:22][CH2:21][N:20]([CH2:19][CH2:18][CH2:17][O:16][C:15]2[CH:14]=[CH:13][C:12]([N:4]3[C:31]([Cl:36])=[C:32]4[C:6]([CH:11]=[CH:10][CH:9]=[CH:8]4)=[N:5]3)=[CH:30][CH:29]=2)[CH2:25][CH2:24]1)=[O:28] |f:0.1|. Reported procedure: To a solution of 1-{3-[4-(3-chloro-indazol-2-yl)-phenoxy]-propyl}-piperidine-4-carboxylic acid hydrochloride (0.11 g, 0.25 mmol) in methylene chloride (11 mL) was added oxalyl chloride (0.12 g, 0.98 mmol) at room temperature, and stirred at room temperature for 3h. After the solvent was removed, the acid chloride was dissolved in THF and methylamine (40% in H2O, 3.8 g, 49 mmol) was added in one portion. The resulting reaction was stirred at room temperature for 3 h, and the THF was removed. The ...